From a dataset of the Open Reaction Database (ORD), a public repository of structured organic reaction records. describe an organic reaction: reactants, conditions, products, and yield Reaction conditions: temperature 95 celsius. The product is C(C)(C)(C)OC(=O)N1C(=N[C@H]([C@H]1C1=CC=CC=C1)C1=CC=CC=C1)NCC1=CC=CC=C1 (2-(Benzylamino)-cis-4,5-diphenyl-4,5-dihydro-imidazole-1-carboxylic acid tert-butyl ester). Reaction SMILES: [C:1]1([C@H:7]2[C@@H:11]([C:12]3[CH:17]=[CH:16][CH:15]=[CH:14][CH:13]=3)[N:10]([C:18]([O:20][C:21]([CH3:24])([CH3:23])[CH3:22])=[O:19])[C:9](SC)=[N:8]2)[CH:6]=[CH:5][CH:4]=[CH:3][CH:2]=1.[CH2:27]([NH2:34])[C:28]1[CH:33]=[CH:32][CH:31]=[CH:30][CH:29]=1>CO>[C:21]([O:20][C:18]([N:10]1[C@H:11]([C:12]2[CH:17]=[CH:16][CH:15]=[CH:14][CH:13]=2)[C@H:7]([C:1]2[CH:6]=[CH:5][CH:4]=[CH:3][CH:2]=2)[N:8]=[C:9]1[NH:34][CH2:27][C:28]1[CH:33]=[CH:32][CH:31]=[CH:30][CH:29]=1)=[O:19])([CH3:24])([CH3:23])[CH3:22]. Starting materials: C1(=CC=CC=C1)[C@@H]1N=C(N([C@@H]1C1=CC=CC=C1)C(=O)OC(C)(C)C)SC (cis-4,5-Diphenyl-2-methylthio-4,5-dihydro-imidazole-1-carboxylic acid, tert-butyl ester), C(C1=CC=CC=C1)N (benzylamine). Solvent: CO (MeOH). The yield is 48.3%. Reported procedure: A mixture of intermediate 59 (5.0 g, 0.0136 mol), benzylamine (4.5 mL, 0.0407 mol) and MeOH (1 mL) is heated at 95° C. for 2 days. The reaction mixture is cooled to RT and purified by chromatography on silica gel; gradient elution with heptane:EtOAc (80:20-50:50) gives 2.81 g of the product 77. 1H NMR (CDCl3) δ 7.55-7.25 (m, 6 H), 7.10-6.85 (m, 8 H), 6.85-6.70 (m, 2 H), 5.50-5.30 (m, 2 H), 4.80-4.55 (m, 2 H), 1.14 (s, 9 H) The reactants are C(CCC)[Li] (n-Butyllithium), C(C)(C)NC(C)C (diisopropylamine), BrCC(=C)C (3-bromo-2-methylpropene), C(CCC)[SnH](CCCC)CCCC (tributyltin hydride). Run in hexanes, C1CCOC1 (THF). Reaction conditions: temperature -78 celsius, time 5 minute. Yields the product CC(C[Sn](CCCC)(CCCC)CCCC)=C (2-methylallyl tributyltin). Yield: 97.7%. RXN SMILES: C([Li])CCC.C(NC(C)C)(C)C.[CH2:13]([SnH:17]([CH2:22][CH2:23][CH2:24][CH3:25])[CH2:18][CH2:19][CH2:20][CH3:21])[CH2:14][CH2:15][CH3:16].Br[CH2:27][C:28]([CH3:30])=[CH2:29]>C1COCC1>[CH3:29][C:28](=[CH2:27])[CH2:30][Sn:17]([CH2:13][CH2:14][CH2:15][CH3:16])([CH2:18][CH2:19][CH2:20][CH3:21])[CH2:22][CH2:23][CH2:24][CH3:25]. Reported procedure: n-Butyllithium (16.5 mL of a 2.5 M hexanes solution, 41.2 mmol)was added to a 0° C. solution of diisopropylamine (5.4 mL, 41.3 mmol) in THF (40 mL). After stirring for 5 minutes, tributyltin hydride (10 g, 34.4 mmol) was added. After stirring for 15 minutes at 0° C., the reaction mixture was cooled to −78° C. and 3-bromo-2-methylpropene (4.0 mL, 39.7 mmol) was added dropwise. After stirring for an additional hour, the cold reaction mixture was quenched with dilute ammonium chloride solution and ... Reactants: O=C1CCN(C(=O)c2ccccc2)CC1, C1CCNC1, CO, COc1ccc(O)c(C(C)=O)c1. Product: COc1ccc2c(c1)C(=O)CC1(CCN(C(=O)c3ccccc3)CC1)O2. RXN SMILES: [C:18]([c:19]1[cH:20][cH:21][cH:22][cH:23][cH:24]1)(=[O:25])[N:26]1[CH2:27][CH2:28][C:29](=[O:32])[CH2:30][CH2:31]1.[CH2:1]1[CH2:2][NH:3][CH2:4][CH2:5]1.[CH3:33][OH:34].[OH:6][c:7]1[c:8]([C:15]([CH3:16])=[O:17])[cH:9][c:10]([O:13][CH3:14])[cH:11][cH:12]1>>[O:6]1[c:7]2[c:8]([cH:9][c:10]([O:13][CH3:14])[cH:11][cH:12]2)[C:15](=[O:17])[CH2:16][C:29]12[CH2:28][CH2:27][N:26]([C:18]([c:19]1[cH:20][cH:21][cH:22][cH:23][cH:24]1)=[O:25])[CH2:31][CH2:30]2. The reactants are CN[C@@H]1C[C@H]2O[C@@](C)([C@@H]1OC)n1c3ccccc3c3c4c(c5c6ccccc6n2c5c31)C(=O)NC4 (staurosporine), O=CCCc1ccccc1. The reagents and catalysts are CC(C)[O-].CC(C)[O-].CC(C)[O-].CC(C)[O-].[Ti+4] (Ti(OiPr)4), CC(=O)O (acetic acid), CC(=O)O[BH-](OC(C)=O)OC(C)=O.[Na+] (Sodium triacetoxyborohydride). The solvent is CC(=O)N(C)C (DMA), CC(=O)N(C)C (DMA), CC(=O)N(C)C (DMA), CC(=O)N(C)C (DMA), CC(=O)N(C)C (DMA), CC(=O)N(C)C (DMA), CC(=O)N(C)C (DMA). Conditions: temperature 22 celsius, time 18 hour. Product: CO[C@@H]1[C@@H](C[C@H]2O[C@]1(C)n3c4ccccc4c5c6CNC(=O)c6c7c8ccccc8n2c7c35)N(C)CCCc9ccccc9, CN[C@@H]1C[C@H]2O[C@@](C)([C@@H]1OC)n1c3ccccc3c3c4c(c5c6ccccc6n2c5c31)C(=O)NC4 (Staurosporine), c1ccc(-c2ccccc2)cc1 (biphenyl), OCCCc1ccccc1. Reactants: 37.8, COC1(C(CN(CC1)CC1=CC=CC=C1)O)OC (4,4-dimethoxy-1-(phenylmethyl)-3-piperidinol), CN(C=O)C (N,N-dimethylformamide), [H-].[Na+] (sodium hydride), ClCC1=CC=CC=C1 ((chloromethyl)benzene). Run in O (water). Conditions: time 30 minute. Product: 33.1, COC1(C(CN(CC1)CC1=CC=CC=C1)OCC1=CC=CC=C1)OC (4,4-dimethoxy-3-(phenylmethoxy)-1-(phenylmethyl)piperidine). Isolated yield 64.6%. As a reaction SMILES: [CH3:1][O:2][C:3]1([O:17][CH3:18])[CH2:8][CH2:7][N:6]([CH2:9][C:10]2[CH:15]=[CH:14][CH:13]=[CH:12][CH:11]=2)[CH2:5][CH:4]1[OH:16].CN(C)C=O.[H-].[Na+].Cl[CH2:27][C:28]1[CH:33]=[CH:32][CH:31]=[CH:30][CH:29]=1>O>[CH3:1][O:2][C:3]1([O:17][CH3:18])[CH2:8][CH2:7][N:6]([CH2:9][C:10]2[CH:11]=[CH:12][CH:13]=[CH:14][CH:15]=2)[CH2:5][CH:4]1[O:16][CH2:27][C:28]1[CH:33]=[CH:32][CH:31]=[CH:30][CH:29]=1 |f:2.3|. Procedure: To a stirred mixture of 37.8 parts of 4,4-dimethoxy-1-(phenylmethyl)-3-piperidinol and 135 parts of N,N-dimethylformamide were added portionwise 4.8 parts of sodium hydride dispersion 78%. The whole was heated to 60°-70° C. and stirring was continued for 30 minutes at 50° C. After cooling to room temperature, there were added dropwise 18.9 parts of (chloromethyl)benzene (exothermic reaction: temperature roses to 37° C.). Upon completion, stirring was continued for 2 hours at room temperature. Th... The reactants are OO (H2O2), C(=O)(C(F)(F)F)OC(=O)C(F)(F)F (TFAA), C(C)C=1N=[N+](C2=C(N1)C=C1CC(CC1=C2)CCO)[O-] (2-(3-Ethyl-1-oxido-7,8-dihydro-6H-indeno[5,6-e][1,2,4]triazin-7-yl)ethanol), C(=O)(C(F)(F)F)O (TFA). Solvent: N (NH3), C(Cl)Cl (DCM), C(Cl)(Cl)Cl (CHCl3). Conditions: temperature 20 celsius, time 10 minute. Yields the product [N+](=O)([O-])C1=C(C=C2CCCC2=C1)NC(C)=O (N-(6-nitro-2,3-dihydro-1H-inden-5-yl)acetamide). Reaction SMILES: OO.C(O[C:10]([C:12](F)(F)F)=[O:11])(C(F)(F)F)=O.C(C1N=[N+:20]([O-:34])[C:21]2[CH:30]=[C:29]3[C:25]([CH2:26][CH:27](CCO)[CH2:28]3)=[CH:24][C:22]=2[N:23]=1)C.C(O)(C(F)(F)F)=[O:36]>C(Cl)Cl.C(Cl)(Cl)Cl.N>[N+:20]([C:21]1[CH:30]=[C:29]2[C:25]([CH2:26][CH2:27][CH2:28]2)=[CH:24][C:22]=1[NH:23][C:10](=[O:11])[CH3:12])([O-:34])=[O:36]. Procedure: H2O2 (70%, 0.27 mL, ca. 5.6 mmol) was added dropwise to a stirred solution of TFAA (0.77 mL, 5.6 mmol) in DCM (10 mL) at 0° C. The solution was stirred at 20° C. for 10 min, then cooled to 0° C. and added to a solution of 1-oxide 161 (144 mg, 0.56 mmol) and TFA (0.1 mL, 1.2 mmol) in CHCl3 (10 mL) at 0° C. The solution was stirred at 20° C. for 22 h, diluted with dilute aqueous NH3 solution until basic and extracted with CHCl3 (3×20 mL). The combined organic fraction was stirred with Et3N for 45 ... The reactants are Cc1cccc(O)c1C=Nc1ccc(Br)cc1F, CS(C)=O, [K+], [K+], O=C([O-])[O-], C1COCCOCCOCCOCCOCCO1, O. Product: Cc1cccc2c1C=Nc1ccc(Br)cc1O2. Reaction SMILES: [Br:1][c:2]1[cH:3][c:4]([F:18])[c:5]([N:8]=[CH:9][c:10]2[c:11]([OH:17])[cH:12][cH:13][cH:14][c:15]2[CH3:16])[cH:6][cH:7]1.[CH3:44][S:45]([CH3:46])=[O:47].[K+:19].[K+:20].[O-:21][C:22]([O-:23])=[O:24].[O:25]1[CH2:26][CH2:27][O:28][CH2:29][CH2:30][O:31][CH2:32][CH2:33][O:34][CH2:35][CH2:36][O:37][CH2:38][CH2:39][O:40][CH2:41][CH2:42]1.[OH2:43]>>[Br:1][c:2]1[cH:3][c:4]2[c:5]([cH:6][cH:7]1)[N:8]=[CH:9][c:10]1[c:11]([cH:12][cH:13][cH:14][c:15]1[CH3:16])[O:17]2. The reactants are C(#N)COC=1C=CC(=C(C1)NS(=O)(=O)C)C (N-(5-Cyanomethoxy-2-methylphenyl)-methanesulfonamide), C(C)O (ethanol), Cl (hydrogen chloride). The solvent is ClCCl (dichloromethane). Run at time 16 hour. Product: Cl.C(C)OC(COC1=CC(=C(C=C1)C)NS(=O)(=O)C)=N (2-(4-methyl-3-methanesulfonylaminophenoxy)-acetimidic acid ethyl ester hydrochloride). Reaction SMILES: [C:1]([CH2:3][O:4][C:5]1[CH:6]=[CH:7][C:8]([CH3:16])=[C:9]([NH:11][S:12]([CH3:15])(=[O:14])=[O:13])[CH:10]=1)#[N:2].[ClH:17].[CH2:18]([OH:20])[CH3:19]>ClCCl>[ClH:17].[CH2:18]([O:20][C:1](=[NH:2])[CH2:3][O:4][C:5]1[CH:6]=[CH:7][C:8]([CH3:16])=[C:9]([NH:11][S:12]([CH3:15])(=[O:14])=[O:13])[CH:10]=1)[CH3:19] |f:4.5|. Procedure details: N-(5-Cyanomethoxy-2-methylphenyl)-methanesulfonamide (3.48 g) was dissolved in a mixture of 70 ml of dichloromethane and 3.5 ml of ethanol. The reaction mixture was cooled in an ice bath, saturated with hydrogen chloride gas (Matheson, Newark, Calif.), and slowly allowed to come to room temperature and kept there for 16 hours. The solvent was evaporated leaving 5.2 g of 2-(4-methyl-3-methanesulfonylaminophenoxy)-acetimidic acid ethyl ester hydrochloride. ##STR67## Starting materials: BrC1=CN=CC2=CC=CC=C12 (4-bromoisoquinoline), [N+](=O)([O-])[O-].[K+] (potassium nitrate), [OH-].[NH4+] (ammonium hydroxide). Run in S(O)(O)(=O)=O (sulphuric acid), S(O)(O)(=O)=O (sulphuric acid). Run at time 2 hour. Yields the product BrC1=CN=CC2=CC=CC(=C12)[N+](=O)[O-] (4-Bromo-5-nitroi-soquinoline). Reaction SMILES: [Br:1][C:2]1[C:11]2[C:6](=[CH:7][CH:8]=[CH:9][CH:10]=2)[CH:5]=[N:4][CH:3]=1.[N+:12]([O-])([O-:14])=[O:13].[K+].[OH-].[NH4+]>S(=O)(=O)(O)O>[Br:1][C:2]1[C:11]2[C:6](=[CH:7][CH:8]=[CH:9][C:10]=2[N+:12]([O-:14])=[O:13])[CH:5]=[N:4][CH:3]=1 |f:1.2,3.4|. Procedure details: Add 11 g of 4-bromoisoquinoline to 45 ml of sulphuric acid, followed, dropwise, by a solution of 9.1 g of potassium nitrate in 45 ml of sulphuric acid whilst cooling in an ice-bath. The reaction mixture is stirred at room temperature for 2 hours 30, before being poured onto ice. After the resulting solution has been rendered basic with ammonium hydroxide, the crystals are filtered off, washed and dried to yield the expected product.